Dataset: the Open Reaction Database (ORD), a public repository of structured organic reaction records. Task: describe an organic reaction: reactants, conditions, products, and yield The reactants are BrC1=CC(=C(C=C1)C(=O)N1CCN(CC1)C1=NC=C(C=C1C)C)S(=O)(=O)C ((4-bromo-2-methanesulfonylphenyl)[4-(3,5-dimethylpyridin-2-yl)piperazin-1-yl]methanone), CC1CCC(N1)=O (5-methylpyrrolidin-2-one). The product is CC=1C(=NC=C(C1)C)N1CCN(CC1)C(=O)C1=C(C=C(C=C1)N1C(CCC1C)=O)S(=O)(=O)C (1-{4-[4-(3,5-dimethylpyridin-2-yl)piperazine-1-carbonyl]-3-methanesulfonylphenyl}-5-methylpyrrolidin-2-one). Isolated yield 33.8%. Reaction SMILES: Br[C:2]1[CH:7]=[CH:6][C:5]([C:8]([N:10]2[CH2:15][CH2:14][N:13]([C:16]3[C:21]([CH3:22])=[CH:20][C:19]([CH3:23])=[CH:18][N:17]=3)[CH2:12][CH2:11]2)=[O:9])=[C:4]([S:24]([CH3:27])(=[O:26])=[O:25])[CH:3]=1.[CH3:28][CH:29]1[NH:33][C:32](=[O:34])[CH2:31][CH2:30]1>>[CH3:22][C:21]1[C:16]([N:13]2[CH2:14][CH2:15][N:10]([C:8]([C:5]3[CH:6]=[CH:7][C:2]([N:33]4[CH:29]([CH3:28])[CH2:30][CH2:31][C:32]4=[O:34])=[CH:3][C:4]=3[S:24]([CH3:27])(=[O:26])=[O:25])=[O:9])[CH2:11][CH2:12]2)=[N:17][CH:18]=[C:19]([CH3:23])[CH:20]=1. Procedure: Using (4-bromo-2-methanesulfonylphenyl)[4-(3,5-dimethylpyridin-2-yl)piperazin-1-yl]methanone (864 mg) described in Preparation Example 112 and 5-methylpyrrolidin-2-one (258 mg) and by the reaction and treatment in the same manner as in Example 1, the title compound (304 mg) was obtained. Starting materials: [Si](C)(C)(C(C)(C)C)OC[C@@H]1N(CCC1)C1=CC(=CC=C1)C ((R)-2-(tert-Butyldimethylsilyloxymethyl)1-(3-methylphenyl)pyrrolidine), [F-].C(CCC)[N+](CCCC)(CCCC)CCCC (tetrabutylammonium fluoride). Solvent: C1CCOC1 (THF). Conditions: time 18 hour. The product is CC=1C=C(C=CC1)N1[C@H](CCC1)CO (((R)-1-(3-Methylphenyl)pyrrolidin-2-yl)methanol). The yield is 80.6%. Reaction SMILES: [Si]([O:8][CH2:9][C@H:10]1[CH2:14][CH2:13][CH2:12][N:11]1[C:15]1[CH:20]=[CH:19][CH:18]=[C:17]([CH3:21])[CH:16]=1)(C(C)(C)C)(C)C.[F-].C([N+](CCCC)(CCCC)CCCC)CCC>C1COCC1>[CH3:21][C:17]1[CH:16]=[C:15]([N:11]2[CH2:12][CH2:13][CH2:14][C@@H:10]2[CH2:9][OH:8])[CH:20]=[CH:19][CH:18]=1 |f:1.2|. Reported procedure: A solution of D4 (7.20 g, 0.024 mol) in THF (50 ml) was treated with tetrabutylammonium fluoride (1M solution in THF, 2 eq., 96 ml) and then stirred at ambient temperature for 18 h. Solvent was removed under reduced pressure and residue chromatographed on silica gel eluting with EtOAc in hexane (gradient elution, maximum 50%) to afford the product as an oil (3.70 g, 81%).